Dataset: the Open Reaction Database (ORD), a public repository of structured organic reaction records. Task: describe an organic reaction: reactants, conditions, products, and yield Reactants: CC(=O)[O-], CC(=O)O, N#Cc1c(Cl)nc2ccccc2c1Cl, [NH4+], O. The product is N#Cc1c(Cl)c2ccccc2[nH]c1=O. RXN SMILES: [CH3:16][C:17]([O-:18])=[O:19].[CH3:21][C:22](=[O:23])[OH:24].[Cl:1][c:2]1[n:3][c:4]2[cH:5][cH:6][cH:7][cH:8][c:9]2[c:10]([Cl:14])[c:11]1[C:12]#[N:13].[NH4+:15].[OH2:20]>>[c:2]1(=[O:18])[nH:3][c:4]2[cH:5][cH:6][cH:7][cH:8][c:9]2[c:10]([Cl:14])[c:11]1[C:12]#[N:13]. Reactants: ClCCC(=O)NC1=CC=2C(C3=CC(=CC=C3NC2C=C1)NC(CCCl)=O)=O (2,7-Bis(3-chloropropionamido)-9(10H)-acridone), OC1CCNCC1 (4-hydroxypiperidine). The product is OC1CCN(CC1)CCC(=O)NC1=CC=2C(C3=CC(=CC=C3NC2C=C1)NC(CCN1CCC(CC1)O)=O)=O (2,7-Bis[3-(4-hydroxypiperidino)propionamido]-9(10H)-acridone). Reaction SMILES: Cl[CH2:2][CH2:3][C:4]([NH:6][C:7]1[CH:20]=[CH:19][C:18]2[NH:17][C:16]3[C:11](=[CH:12][C:13]([NH:21][C:22](=[O:26])[CH2:23][CH2:24]Cl)=[CH:14][CH:15]=3)[C:10](=[O:27])[C:9]=2[CH:8]=1)=[O:5].[OH:28][CH:29]1[CH2:34][CH2:33][NH:32][CH2:31][CH2:30]1>>[OH:28][CH:29]1[CH2:34][CH2:33][N:32]([CH2:2][CH2:3][C:4]([NH:6][C:7]2[CH:20]=[CH:19][C:18]3[NH:17][C:16]4[C:11](=[CH:12][C:13]([NH:21][C:22](=[O:26])[CH2:23][CH2:24][N:17]5[CH2:18][CH2:9][CH:10]([OH:27])[CH2:11][CH2:16]5)=[CH:14][CH:15]=4)[C:10](=[O:27])[C:9]=3[CH:8]=2)=[O:5])[CH2:31][CH2:30]1. Procedure: Chloroamide 13 (1.0 g, 2.5 mmol) was treated with 4-hydroxypiperidine (5 mL) according to the general aminolysis procedure to give the desired product JM-ACO-08 (776 mg, 58%) as a pale yellow/green solid. The reactants are BrC=1C=C2C=CC(=CC2=CC1)C(C(C)C)(O)C=1N=CN(C1)C(C1=CC=CC=C1)(C1=CC=CC=C1)C1=CC=CC=C1 (1-(6-bromo-naphthalen-2-yl)-2-methyl-1-(1-trityl-1H-imidazol-4-yl)-1-propanol), C(C1=CC=CC=C1)(C1=CC=CC=C1)=N (benzophenone imine), CC(C)([O-])C.[Na+] (sodium t-butoxide), C1(=CC=CC=C1)C (toluene). Reagents/catalysts: C=1C=CC(=CC1)/C=C/C(=O)/C=C/C2=CC=CC=C2.C=1C=CC(=CC1)/C=C/C(=O)/C=C/C2=CC=CC=C2.C=1C=CC(=CC1)/C=C/C(=O)/C=C/C2=CC=CC=C2.[Pd].[Pd] (tris(dibenzylideneacetone)dipalladium), C1=CC=C(C=C1)P(C2=CC=CC=C2)C3=C(C4=CC=CC=C4C=C3)C5=C(C=CC6=CC=CC=C65)P(C7=CC=CC=C7)C8=CC=CC=C8 ((R)-(+)-2,2′-bis(diphenylphosphino)-1,1′-binaphthyl). Run in C(C)(=O)OCC (ethyl acetate). Conditions: temperature 80 celsius. The product is OC(C(C)C)(C=1N=CNC1)C=1C=C2C=CC(=CC2=CC1)NC(C)=O ((−)-N-{6-[1-Hydroxy-1-(1H-imidazol-4-yl)-2-methylpropyl]naphthalen-2-yl}acetamide). RXN SMILES: BrC1C=C2[C:9](=CC=1)[CH:8]=[C:7]([C:12]([C:17]1[N:18]=[CH:19][N:20](C(C3C=CC=CC=3)(C3C=CC=CC=3)C3C=CC=CC=3)[CH:21]=1)([OH:16])[CH:13]([CH3:15])[CH3:14])[CH:6]=C2.[C:41](=[NH:54])(C1C=CC=CC=1)[C:42]1C=CC=CC=1.CC(C)([O-:58])C.[Na+].[C:61]1(C)[CH:66]=[CH:65][CH:64]=[CH:63][CH:62]=1>C(OCC)(=O)C.C1C=CC(/C=C/C(/C=C/C2C=CC=CC=2)=O)=CC=1.C1C=CC(/C=C/C(/C=C/C2C=CC=CC=2)=O)=CC=1.C1C=CC(/C=C/C(/C=C/C2C=CC=CC=2)=O)=CC=1.[Pd].[Pd].C1C=CC(P(C2C=CC3C(=CC=CC=3)C=2C2C3C(=CC=CC=3)C=CC=2P(C2C=CC=CC=2)C2C=CC=CC=2)C2C=CC=CC=2)=CC=1>[OH:16][C:12]([C:7]1[CH:6]=[C:64]2[C:63](=[CH:9][CH:8]=1)[CH:62]=[C:61]([NH:54][C:41](=[O:58])[CH3:42])[CH:66]=[CH:65]2)([C:17]1[N:18]=[CH:19][NH:20][CH:21]=1)[CH:13]([CH3:15])[CH3:14] |f:2.3,6.7.8.9.10|. Reported procedure: A mixture of 1-(6-bromo-naphthalen-2-yl)-2-methyl-1-(1-trityl-1H-imidazol-4-yl)-1-propanol (14.0 g), benzophenone imine (5.18 g), tris(dibenzylideneacetone)dipalladium (440 mg), (R)-(+)-2,2′-bis(diphenylphosphino)-1,1′-binaphthyl (872 mg) and sodium t-butoxide (5.72 g) in toluene (140 ml) was heated at 80° C. for 18 h under argon atmosphere. After cooling, the mixture was diluted with ethyl acetate, filtered with celite pad. The filtrate was concentrated and the residue was chromatographed on si... The reactants are ethyl N-acetyl-L-tyrosine ester, O (water), C(C)(=O)OCC (ethyl acetate), [H-].[Na+] (Sodium hydride), [H][H] (hydrogen), C1(=CC=C(C=C1)S(=O)(=O)OCCC=1N=C(OC1C)C1=CC=CC=C1)C (2-(5-methyl-2-phenyl-4-oxazolyl)ethyl p-toluenesulfonate). Run in CN(C=O)C (N,N-dimethylformamide), CCCCCC (n-hexane), CN(C=O)C (N,N-dimethylformamide). Reaction conditions: temperature 80 celsius, time 3 hour. Yields the product C(C)(=O)NC(C(=O)OCC)CC1=CC=C(C=C1)OCCC=1N=C(OC1C)C1=CC=CC=C1 (Ethyl 2-acetylamino-3-(4-[2-(5-methyl-2-phenyl-4-oxazolyl)ethoxy]phenyl]propionate). Isolated yield 37.0%. Reaction SMILES: [H-].[Na+].[H][H].C1(C)C=CC(S([O:14][CH2:15][CH2:16][C:17]2[N:18]=[C:19]([C:23]3[CH:28]=[CH:27][CH:26]=[CH:25][CH:24]=3)[O:20][C:21]=2[CH3:22])(=O)=O)=CC=1.[OH2:30].[C:31]([O:34][CH2:35][CH3:36])(=[O:33])[CH3:32]>CCCCCC.CN(C)C=O>[C:17]([NH:18][CH:32]([CH2:19][C:23]1[CH:28]=[CH:27][C:26]([O:14][CH2:15][CH2:16][C:17]2[N:18]=[C:19]([C:23]3[CH:24]=[CH:25][CH:26]=[CH:27][CH:28]=3)[O:20][C:21]=2[CH3:22])=[CH:25][CH:24]=1)[C:31]([O:34][CH2:35][CH3:36])=[O:33])(=[O:30])[CH3:16] |f:0.1|. Reported procedure: Sodium hydride (60% in oil, 440 mg, 11.0 mmol) was washed twice with n-hexane (5 ml) under a nitrogen atmosphere, and suspended in N,N-dimethylformamide (50 ml) and ice-cooled. To this suspension was added ethyl N-acetyl-L-tyrosine ester (2.51 g, 10.0 mmol) over 15 min. Ten minutes later when hydrogen bubbling ended, a solution of 2-(5-methyl-2-phenyl-4-oxazolyl)ethyl p-toluenesulfonate (3.57 g, 10.0 mmol) in N,N-dimethylformamide (50 ml) was added. The mixture was stirred at 80° C. for 3 hr, an... The product is NC=1C(=CC(=C(C(=O)OC)C1)C(F)(F)F)O (Methyl 5-amino-4-hydroxy-2-(trifluoromethyl)benzoate). Reagents/catalysts: [C].[Pd] (palladium carbon). Procedure: Methyl 4-hydroxy-5-nitro-2-(trifluoromethyl)benzoate (58.0 g) was dissolved in methanol (600 ml), and thereto was added 10% palladium carbon (50% wet.: 11.60 g). The mixture was vigorously stirred under hydrogen atmosphere at 25° C. for 8 hours. After the reaction was complete, the mixture was filtered on celite, washed with methanol, and the filtrate was concentrated under reduced pressure to give the title compound (53.0 g). Solvent: CO (methanol). Isolated yield 103.0%. As a reaction SMILES: [OH:1][C:2]1[C:11]([N+:12]([O-])=O)=[CH:10][C:5]([C:6]([O:8][CH3:9])=[O:7])=[C:4]([C:15]([F:18])([F:17])[F:16])[CH:3]=1>CO.[C].[Pd]>[NH2:12][C:11]1[C:2]([OH:1])=[CH:3][C:4]([C:15]([F:16])([F:17])[F:18])=[C:5]([CH:10]=1)[C:6]([O:8][CH3:9])=[O:7] |f:2.3|. Run at temperature 25 celsius, time 8 hour. The reactants are OC1=CC(=C(C(=O)OC)C=C1[N+](=O)[O-])C(F)(F)F (Methyl 4-hydroxy-5-nitro-2-(trifluoromethyl)benzoate).